Dataset: the Open Reaction Database (ORD), a public repository of structured organic reaction records. Task: describe an organic reaction: reactants, conditions, products, and yield Reactants: OC1=CC=C(C(=O)OC(C)(C)C)C=C1 (1,1-dimethylethyl 4-hydroxybenzoate), C([O-])([O-])=O.[K+].[K+] (potassium carbonate), IC[Sn](CCCC)(CCCC)CCCC (iodomethyltributyltin). The solvent is CCCCCC (hexane), C(C)(=O)OCC (ethyl acetate), CN(C=O)C (N,N-dimethylformamide). Run at temperature 65 celsius, time 1 hour. The product is C(CCC)[Sn](CCCC)(CCCC)COC1=CC=C(C(=O)OC(C)(C)C)C=C1 (1,1-Dimethylethyl 4-(tributylstannylmethoxy)benzoate). Isolated yield 95.5%. As a reaction SMILES: [OH:1][C:2]1[CH:14]=[CH:13][C:5]([C:6]([O:8][C:9]([CH3:12])([CH3:11])[CH3:10])=[O:7])=[CH:4][CH:3]=1.C(=O)([O-])[O-].[K+].[K+].I[CH2:22][Sn:23]([CH2:32][CH2:33][CH2:34][CH3:35])([CH2:28][CH2:29][CH2:30][CH3:31])[CH2:24][CH2:25][CH2:26][CH3:27]>CN(C)C=O.CCCCCC.C(OCC)(=O)C>[CH2:24]([Sn:23]([CH2:22][O:1][C:2]1[CH:14]=[CH:13][C:5]([C:6]([O:8][C:9]([CH3:10])([CH3:11])[CH3:12])=[O:7])=[CH:4][CH:3]=1)([CH2:28][CH2:29][CH2:30][CH3:31])[CH2:32][CH2:33][CH2:34][CH3:35])[CH2:25][CH2:26][CH3:27] |f:1.2.3|. Procedure: A solution of 1,1-dimethylethyl 4-hydroxybenzoate (0.20 g, 1.04 mmol) in N,N-dimethylformamide (4 ml) was treated with powdered anhydrous potassium carbonate (0.4 g) followed by iodomethyltributyltin (0.60 g, 1.4 mmol) [D. E. Seitz, et al, Synth. Commun. (1983) 13, 129-134] and the resulting mixture was stirred at 65° C. for 1 hour. The cooled reaction mixture was diluted with a mixture of hexane and ethyl acetate (9:1), washed with water, brine and dried (magnesium sulfate). Evaporation of the ... Starting materials: COC(=O)c1ccc(OC(C)=O)cc1O, CC(C)O, ClCCl, CCOC(=O)N=NC(=O)OCC, c1ccc(P(c2ccccc2)c2ccccc2)cc1. Product: COC(=O)c1ccc(OC(C)=O)cc1OC(C)C. RXN SMILES: [CH3:5][O:6][C:7]([c:8]1[c:9]([OH:18])[cH:10][c:11]([O:14][C:15]([CH3:16])=[O:17])[cH:12][cH:13]1)=[O:19].[CH:1]([CH3:2])([CH3:3])[OH:4].[Cl:51][CH2:52][Cl:53].[O:39]=[C:40]([O:41][CH2:42][CH3:43])[N:44]=[N:45][C:46]([O:47][CH2:48][CH3:49])=[O:50].[c:20]1([P:21]([c:22]2[cH:23][cH:24][cH:25][cH:26][cH:27]2)[c:28]2[cH:29][cH:30][cH:31][cH:32][cH:33]2)[cH:34][cH:35][cH:36][cH:37][cH:38]1>>[CH:1]([CH3:2])([CH3:3])[O:18][c:9]1[c:8]([C:7]([O:6][CH3:5])=[O:19])[cH:13][cH:12][c:11]([O:14][C:15]([CH3:16])=[O:17])[cH:10]1. Reactants: CN(C(=O)Cl)c1ccccc1, Cl, On1ccnc1Sc1ccccc1. The product is CN(C(=O)On1ccnc1Sc1ccccc1)c1ccccc1. As a reaction SMILES: [CH3:15][N:16]([C:17](=[O:18])[Cl:19])[c:20]1[cH:21][cH:22][cH:23][cH:24][cH:25]1.[ClH:1].[OH:2][n:3]1[c:4]([S:8][c:9]2[cH:10][cH:11][cH:12][cH:13][cH:14]2)[n:5][cH:6][cH:7]1>>[O:2]([n:3]1[c:4]([S:8][c:9]2[cH:10][cH:11][cH:12][cH:13][cH:14]2)[n:5][cH:6][cH:7]1)[C:17]([N:16]([CH3:15])[c:20]1[cH:21][cH:22][cH:23][cH:24][cH:25]1)=[O:18]. Starting materials: COC(=O)N1CC[C@@H]2[C@](CCC[C@H]12)(C#CC=1C=C(C=CC1)C)O ((3aS,4R,7aS)-4-hydroxy-4-m-tolylethynyl-octahydro-indole-1-carboxylic acid methyl ester), CC=1C=C(C(=O)O)C=C(C1)C (3,5-dimethyl-benzoic acid). The product is COC(=O)N1CC[C@H]2[C@@](CCC[C@@H]12)(C#CC=1C=C(C=CC1)C)OC(C1=CC(=CC(=C1)C)C)=O ((3aR,4S,7aR)-4-(3,5-dimethyl-benzoyloxy)-4-m-tolylethynyl-octahydro-indole-1-carboxylic acid methyl ester). As a reaction SMILES: [CH3:1][O:2][C:3]([N:5]1[C@@H:13]2[C@@H:8]([C@@:9]([OH:23])([C:14]#[C:15][C:16]3[CH:17]=[C:18]([CH3:22])[CH:19]=[CH:20][CH:21]=3)[CH2:10][CH2:11][CH2:12]2)[CH2:7][CH2:6]1)=[O:4].[CH3:24][C:25]1[CH:26]=[C:27]([CH:31]=[C:32]([CH3:34])[CH:33]=1)[C:28](O)=[O:29]>>[CH3:1][O:2][C:3]([N:5]1[C@H:13]2[C@H:8]([C@:9]([O:23][C:28](=[O:29])[C:27]3[CH:31]=[C:32]([CH3:34])[CH:33]=[C:25]([CH3:24])[CH:26]=3)([C:14]#[C:15][C:16]3[CH:17]=[C:18]([CH3:22])[CH:19]=[CH:20][CH:21]=3)[CH2:10][CH2:11][CH2:12]2)[CH2:7][CH2:6]1)=[O:4]. Procedure details: Synthesis in analogy to the General Method 1 starting from (3aS,4R,7aS)-4-hydroxy-4-m-tolylethynyl-octahydro-indole-1-carboxylic acid methyl ester and 3,5-dimethyl-benzoic acid to yield (3aR,4S,7aR)-4-(3,5-dimethyl-benzoyloxy)-4-m-tolylethynyl-octahydro-indole-1-carboxylic acid methyl ester. MS [M+H]=296 (ester elimination ion); RT=8.590 min; LC/MS Method III